Dataset: the Open Reaction Database (ORD), a public repository of structured organic reaction records. Task: describe an organic reaction: reactants, conditions, products, and yield Reactants: O (Water), [H-].[Na+] (Sodium hydride), O=C1N[C@@H](C2=C(N1C1=CC(=CC=C1)C(F)(F)F)CCC2=O)C2=C(C=C(C#N)C=C2)S(=O)(=O)C ((S)-4-(2,5-dioxo-1-(3-(trifluoromethyl)phenyl)-2,3,4,5,6,7-hexahydro-1H-cyclopenta[d]-pyrimidin-4-yl)-3-(methylsulfonyl)benzonitrile), CS(=O)(=O)Cl (Methanesulfonyl chloride). The solvent is O1CCCC1 (tetrahydrofuran). Run at time 2 hour. Yields the product CS(=O)(=O)C=1C=C(C#N)C=CC1C1C2=C(N(C(N1S(=O)(=O)C)=O)C1=CC(=CC=C1)C(F)(F)F)CCC2=O (3-(Methylsulfonyl)-4-(3-(methylsulfonyl)-2,5-dioxo-1-(3-(trifluoromethyl)phenyl)-2,3,4,5,6,7-hexahydro-1H-cyclopenta[d]pyrimidin-4-yl)benzonitrile). Reaction SMILES: [H-].[Na+].[O:3]=[C:4]1[N:9]([C:10]2[CH:15]=[CH:14][CH:13]=[C:12]([C:16]([F:19])([F:18])[F:17])[CH:11]=2)[C:8]2[CH2:20][CH2:21][C:22](=[O:23])[C:7]=2[C@@H:6]([C:24]2[CH:31]=[CH:30][C:27]([C:28]#[N:29])=[CH:26][C:25]=2[S:32]([CH3:35])(=[O:34])=[O:33])[NH:5]1.[CH3:36][S:37](Cl)(=[O:39])=[O:38].O>O1CCCC1>[CH3:35][S:32]([C:25]1[CH:26]=[C:27]([CH:30]=[CH:31][C:24]=1[CH:6]1[N:5]([S:37]([CH3:36])(=[O:39])=[O:38])[C:4](=[O:3])[N:9]([C:10]2[CH:15]=[CH:14][CH:13]=[C:12]([C:16]([F:19])([F:17])[F:18])[CH:11]=2)[C:8]2[CH2:20][CH2:21][C:22](=[O:23])[C:7]1=2)[C:28]#[N:29])(=[O:33])=[O:34] |f:0.1|. Procedure details: Sodium hydride (60% in mineral oil, 20 mg, 0.50 mmol) is added to a solution of (S)-4-(2,5-dioxo-1-(3-(trifluoromethyl)phenyl)-2,3,4,5,6,7-hexahydro-1H-cyclopenta[d]-pyrimidin-4-yl)-3-(methylsulfonyl)benzonitrile (example 10A, 100 mg, 0.18 mmol based on 85% purity) in tetrahydrofuran (4.0 mL), and the mixture is stirred at room temperature for 20 min Methanesulfonyl chloride (29 μL, 0.38 mmol) is added and the mixture is stirred at room temperature for 2 h. Water is added and the mixture is extr... Reactants: OP(=O)(O)[O-].[K+] (KH2PO4), ( 3R/S,3aR/S,5S/R,6S/R,6aS/R,7S/R ), C(#N)CNC(=O)C1C2C3C(OC2=O)C(C1C3)I (N-(cyanomethyl)-6-iodo-2-oxohexahydro-2H-3,5-methanocyclopenta[b]furan-7-carboxamide), O1CCCC1 (tetrahydrofuran). Reagents/catalysts: [Zn] (zinc). Solvent: O (water), C(C)(=O)OCC (ethyl acetate). Conditions: time 1 hour. The product is C(#N)CNC(=O)[C@H]1[C@@H]([C@@H]2C=C[C@H]1C2)C(=O)O ((1S,2R,3R,4R)-3-{[(cyanomethyl)amino]carbonyl}bicyclo[2.2.1]hept-5-ene-2-carboxylic acid). RXN SMILES: [C:1]([CH2:3][NH:4][C:5]([CH:7]1[CH:15]2[CH2:16][CH:9]3[CH:10]([CH:14]2I)[O:11][C:12](=[O:13])[CH:8]13)=[O:6])#[N:2].O1CCCC1.OP([O-])(O)=O.[K+]>O.C(OCC)(=O)C.[Zn]>[C:1]([CH2:3][NH:4][C:5]([C@@H:7]1[C@@H:15]2[CH2:16][C@@H:9]([CH:10]=[CH:14]2)[C@H:8]1[C:12]([OH:13])=[O:11])=[O:6])#[N:2] |f:2.3|. Reported procedure: To (3R/S,3aR/S,5S/R,6S/R,6aS/R,7S/R)-N-(cyanomethyl)-6-iodo-2-oxohexahydro-2H-3,5-methanocyclopenta[b]furan-7-carboxamide (1.45 g, 4.18 mmol) was added tetrahydrofuran (10 mL) and zinc dust (11.0 g, 170 mmol). 1 M aqueous KH2PO4 (21 mL, 21 mmol) was added and the reaction mixture was stirred at ambient temperature for 1 h. The reaction mixture was diluted with water and ethyl acetate and filtered through Celite™ and the Celite™ was washed well with water and ethyl acetate. The product was extrac...